The task is: describe an organic reaction: reactants, conditions, products, and yield. This data is from the Open Reaction Database (ORD), a public repository of structured organic reaction records. The reactants are O (water), ClC1=NC=CC(=N1)Cl (2,4-dichloropyrimidine), C[O-].[Na+] (sodium methoxide). Solvent: CO (methanol), CO (methanol). Conditions: time 30 minute. Yields the product ClC1=NC=CC(=N1)OC (2-Chloro-4-methoxypyrimidine). Isolated yield 68.7%. RXN SMILES: [Cl:1][C:2]1[N:7]=[C:6](Cl)[CH:5]=[CH:4][N:3]=1.[CH3:9][O-:10].[Na+].O>CO>[Cl:1][C:2]1[N:7]=[C:6]([O:10][CH3:9])[CH:5]=[CH:4][N:3]=1 |f:1.2|. Procedure: To a solution of 2,4-dichloropyrimidine (32.4 g) in methanol (200 ml) was added dropwise a solution of sodium methoxide (11.7 g) in methanol (120 ml) over 40 min and the mixture was stirred for 30 min. The reaction mixture was poured into water (500 ml) and extracted with chloroform (300 ml). The extract was washed with saturated brine and dried over anhydrous magnesium sulfate. The solvent was evaporated and the obtained residue was recrystallized from hexane to give the title compound (21.5 g)... Starting materials: CC(C)(C)OC(=O)NC1CCNC1, CC#N, CCN(C(C)C)C(C)C, Nn1c(=O)c2cc(F)c(Cl)nc2n(C2CC2)c1=O, O. Product: CC(C)(C)OC(=O)NC1CCN(c2nc3c(cc2F)c(=O)n(N)c(=O)n3C2CC2)C1. As a reaction SMILES: [C:19]([CH3:20])([CH3:21])([CH3:22])[O:23][C:24]([NH:25][CH:26]1[CH2:27][NH:28][CH2:29][CH2:30]1)=[O:31].[CH3:41][C:42]#[N:43].[CH:32]([N:33]([CH2:34][CH3:35])[CH:36]([CH3:37])[CH3:38])([CH3:39])[CH3:40].[NH2:1][n:2]1[c:3](=[O:18])[n:4]([CH:15]2[CH2:16][CH2:17]2)[c:5]2[c:6]([c:7]1=[O:8])[cH:9][c:10]([F:14])[c:11]([Cl:13])[n:12]2.[OH2:44]>>[NH2:1][n:2]1[c:3](=[O:18])[n:4]([CH:15]2[CH2:16][CH2:17]2)[c:5]2[c:6]([c:7]1=[O:8])[cH:9][c:10]([F:14])[c:11]([N:28]1[CH2:27][CH:26]([NH:25][C:24]([O:23][C:19]([CH3:20])([CH3:21])[CH3:22])=[O:31])[CH2:30][CH2:29]1)[n:12]2. Reactants: C(CC(C)C)OCCCCO (4-Isopentyloxy butanol), N1=CC=CC=C1 (pyridine), P(=O)(Br)(Br)Br (phosphoric tribromide). The solvent is C(Cl)(Cl)Cl (chloroform). Reaction conditions: time 18 hour. The product is BrCCCCOCCC(C)C (1-bromo-4-isopentyloxy-butane). As a reaction SMILES: P(Br)(Br)([Br:3])=O.[CH2:6]([O:11][CH2:12][CH2:13][CH2:14][CH2:15]O)[CH2:7][CH:8]([CH3:10])[CH3:9].N1C=CC=CC=1>C(Cl)(Cl)Cl>[Br:3][CH2:15][CH2:14][CH2:13][CH2:12][O:11][CH2:6][CH2:7][CH:8]([CH3:10])[CH3:9]. Procedure: 6.1 cc (0.0636 mol) of phosphoric tribromide are added dropwise at 0° over the course of 20 minutes and while stirring, to a solution of 27.5 g (0.172 mol) of 4-isopentyloxy-butanol (production: see Example 15) and 1.36 g (0.0172 mol) of pyridine in 150 cc of absolute chloroform. The cooling bath is removed, the mixture is then heated to 60° for 1 hour and stirred at this temperature for 18 hours. The reaction mixture is poured into ice-cold sodium bicarbonate solution, the chloroform phase is r... The reactants are C1CCC2=NCCCN2CC1, COCCOC, Nc1nc(OS(=O)(=O)C(F)(F)F)c([N+](=O)[O-])c(-c2ccco2)n1, OC1CCCCC1. Yields the product Nc1nc(OC2CCCCC2)c([N+](=O)[O-])c(-c2ccco2)n1. RXN SMILES: [CH2:31]1[CH2:32][CH2:33][C:34]2=[N:39][CH2:38][CH2:37][CH2:36][N:35]2[CH2:40][CH2:41]1.[CH3:42][O:43][CH2:44][CH2:45][O:46][CH3:47].[NH2:1][c:2]1[n:3][c:4](-[c:19]2[o:20][cH:21][cH:22][cH:23]2)[c:5]([N+:16](=[O:17])[O-:18])[c:6]([O:8][S:9]([C:10]([F:11])([F:12])[F:13])(=[O:14])=[O:15])[n:7]1.[OH:24][CH:25]1[CH2:26][CH2:27][CH2:28][CH2:29][CH2:30]1>>[NH2:1][c:2]1[n:3][c:4](-[c:19]2[o:20][cH:21][cH:22][cH:23]2)[c:5]([N+:16](=[O:17])[O-:18])[c:6]([O:8][CH:25]2[CH2:26][CH2:27][CH2:28][CH2:29][CH2:30]2)[n:7]1.